Dataset: the Open Reaction Database (ORD), a public repository of structured organic reaction records. Task: describe an organic reaction: reactants, conditions, products, and yield Starting materials: CCOC(C)=O, CCCCCCC, CS(C)=O, O=S(=O)([O-])[O-], O, O, O, O, O, O, O, O, CC1(C)CC(O)CC(C)(C)N1O, OO, O=S(=O)(O)O. Product: CON1C(C)(C)CC(O)CC1(C)C. As a reaction SMILES: [C:32]([O:33][CH2:34][CH3:35])(=[O:36])[CH3:37].[CH3:38][CH2:39][CH2:40][CH2:41][CH2:42][CH2:43][CH3:44].[CH3:46][S:47](=[O:48])[CH3:49].[O-:27][S:28](=[O:29])(=[O:30])[O-:31].[OH2:1].[OH2:2].[OH2:3].[OH2:45].[OH2:4].[OH2:5].[OH2:6].[OH2:7].[OH:13][CH:14]1[CH2:15][C:16]([CH3:23])([CH3:24])[N:17]([OH:22])[C:18]([CH3:20])([CH3:21])[CH2:19]1.[OH:25][OH:26].[S:8]([OH:9])([OH:10])(=[O:11])=[O:12]>>[OH:13][CH:14]1[CH2:15][C:16]([CH3:23])([CH3:24])[N:17]([O:22][CH3:32])[C:18]([CH3:20])([CH3:21])[CH2:19]1. Reactants: CC1=C(O)C=CC(=C1)O (methylhydroquinone), C(C1=CC=CC=C1)(=O)Cl (benzoyl chloride). Product: C(C1=CC=CC=C1)(=O)OC1=CC(=C(C=C1)O)C (4-benzoyloxy-2-methylphenol). The yield is 68.2%. Reaction SMILES: [CH3:1][C:2]1[CH:8]=[C:7]([OH:9])[CH:6]=[CH:5][C:3]=1[OH:4].[C:10](Cl)(=[O:17])[C:11]1[CH:16]=[CH:15][CH:14]=[CH:13][CH:12]=1>>[C:10]([O:9][C:7]1[CH:6]=[CH:5][C:3]([OH:4])=[C:2]([CH3:1])[CH:8]=1)(=[O:17])[C:11]1[CH:16]=[CH:15][CH:14]=[CH:13][CH:12]=1. Procedure details: Using 2.5 g of methylhydroquinone and 2.8 g of benzoyl chloride, the procedure in Reference Example was followed. Recrystallization from ethanol-isopropyl ether gave 3.1 g of 4-benzoyloxy-2-methylphenol as white crystals, m.p. 120-122° C. Then, using 2.3 g of the crystals, 1.4 g of anhydrous potassium carbonate, 4.6 g of chloromethyloxirane and 1.9 g of 1-(2-methoxyphenyl)piperazine, the procedures of Examples 3 and 4 were followed to give 3.2 g of white crystals, m.p. 192-194° C. (decomp.).